From a dataset of the Open Reaction Database (ORD), a public repository of structured organic reaction records. describe an organic reaction: reactants, conditions, products, and yield The reactants are Cl.COC=1C=C2CCN(C(C2=CC1)C)CCNC(C1=CC=C(C=C1)[N+](=O)[O-])=O (1,2,3,4-Tetrahydro-6-methoxy-1 -methyl-2-[2-(4-nitrobenzamido)ethyl]isoquinoline Hydrochloride), [N+](=O)([O-])C1=CC=C(C=C1)S(=O)(=O)Cl (4-nitrobenzenesulfonyl chloride). Product: Cl.COC=1C=C2CCN(C(C2=CC1)C)CCNS(=O)(=O)C1=CC=C(C=C1)[N+](=O)[O-] (1,2,3,4-Tetrahydro-6-methoxy-1-methyl-2-[2-(4-nitrophenyisulfonamido)ethyl]isoquinoline Hydrochloride). RXN SMILES: Cl.[CH3:2][O:3][C:4]1[CH:5]=[C:6]2[C:11](=[CH:12][CH:13]=1)[CH:10]([CH3:14])[N:9]([CH2:15][CH2:16][NH:17]C(=O)C1C=CC([N+]([O-])=O)=CC=1)[CH2:8][CH2:7]2.[N+:29]([C:32]1[CH:37]=[CH:36][C:35]([S:38]([Cl:41])(=[O:40])=[O:39])=[CH:34][CH:33]=1)([O-:31])=[O:30]>>[ClH:41].[CH3:2][O:3][C:4]1[CH:5]=[C:6]2[C:11](=[CH:12][CH:13]=1)[CH:10]([CH3:14])[N:9]([CH2:15][CH2:16][NH:17][S:38]([C:35]1[CH:34]=[CH:33][C:32]([N+:29]([O-:31])=[O:30])=[CH:37][CH:36]=1)(=[O:39])=[O:40])[CH2:8][CH2:7]2 |f:0.1,3.4|. Reported procedure: The title compound was prepared by Method A using 2-(2-aminoethyl)-1,2,3,4-tetrahydro-6-methoxy-1-methylisoquinoline (described in Example 178) and 4-nitrobenzenesulfonyl chloride to produce the desired product in 100% yield. This material was purified by flash silica gel chromatography using 10-100% EtOAc in hexane. The material obtained was treated with HCl/2-propanol (1.1 eq) to afford a beige solid; mp 167°-172° C.; IR (KBr) 1611, 1531,1507,1443,1347,1309,1248,1232,1168,1092,1029,852,745,739... The reactants are CC1(OC[C@H](O1)CN1N=C(C=C1)NC([C@H](CC(C)C)N1C(C=C(C1)OC1=CC(=CC=C1)CC(C)(C)O)=O)=O)C ((S)-2-{4-[3-(2-hydroxy-2-methyl-propyl)-phenoxy]-2-oxo-2,5-dihydro-pyrrol-1-yl}-4-methyl-pentanoic acid [1-((R)-2,2-dimethyl-[1,3]dioxolan-4-ylmethyl)-1H-pyrazol-3-yl]-amide), Cl (hydrochloric acid), C([O-])(O)=O.[Na+] (sodium bicarbonate). Solvent: O1CCCC1 (tetrahydrofuran). Reaction conditions: time 8 hour. Product: O[C@H](CN1N=C(C=C1)NC([C@H](CC(C)C)N1C(C=C(C1)OC1=CC(=CC=C1)CC(C)(C)O)=O)=O)CO ((S)-2-{4-[3-(2-hydroxy-2-methyl-propyl)-phenoxy]-2-oxo-2,5-dihydro-pyrrol-1-yl}-4-methyl-pentanoic acid [1-((R)-2,3-dihydroxy-propyl)-1H-pyrazol-3-yl]-amide). Isolated yield 60.6%. Reaction SMILES: CC1(C)[O:6][C@H:5]([CH2:7][N:8]2[CH:12]=[CH:11][C:10]([NH:13][C:14](=[O:38])[C@@H:15]([N:20]3[CH2:24][C:23]([O:25][C:26]4[CH:31]=[CH:30][CH:29]=[C:28]([CH2:32][C:33]([OH:36])([CH3:35])[CH3:34])[CH:27]=4)=[CH:22][C:21]3=[O:37])[CH2:16][CH:17]([CH3:19])[CH3:18])=[N:9]2)[CH2:4][O:3]1.Cl.C(=O)(O)[O-].[Na+]>O1CCCC1>[OH:6][C@@H:5]([CH2:4][OH:3])[CH2:7][N:8]1[CH:12]=[CH:11][C:10]([NH:13][C:14](=[O:38])[C@@H:15]([N:20]2[CH2:24][C:23]([O:25][C:26]3[CH:31]=[CH:30][CH:29]=[C:28]([CH2:32][C:33]([OH:36])([CH3:34])[CH3:35])[CH:27]=3)=[CH:22][C:21]2=[O:37])[CH2:16][CH:17]([CH3:18])[CH3:19])=[N:9]1 |f:2.3|. Procedure: A solution of (S)-2-{4-[3-(2-hydroxy-2-methyl-propyl)-phenoxy]-2-oxo-2,5-dihydro-pyrrol-1-yl}-4-methyl-pentanoic acid [1-((R)-2,2-dimethyl-[1,3]dioxolan-4-ylmethyl)-1H-pyrazol-3-yl]-amide (prepared as in Example 237, 0.175 g, 0.32 mmol) in tetrahydrofuran (5 mL) was treated with hydrochloric acid (1 M, 1 mL). The reaction mixture was stirred at room temperature overnight and then neutralized with saturated sodium bicarbonate. The mixture was extracted with ethyl acetate (2×50 mL). The combined e... Reactants: CO, Cl, C1COCCO1, CC(C)(C)OC(=O)N1CC(O)(C2CN(S(=O)(=O)c3ccccc3[N+](=O)[O-])CCN2)C1. Yields the product O=[N+]([O-])c1ccccc1S(=O)(=O)N1CCNC(C2(O)CNC2)C1. As a reaction SMILES: [CH3:38][OH:39].[ClH:31].[O:32]1[CH2:33][CH2:34][O:35][CH2:36][CH2:37]1.[OH:1][C:2]1([CH:13]2[NH:14][CH2:15][CH2:16][N:17]([S:19](=[O:20])(=[O:21])[c:22]3[c:23]([N+:28](=[O:29])[O-:30])[cH:24][cH:25][cH:26][cH:27]3)[CH2:18]2)[CH2:3][N:4]([C:6]([O:7][C:8]([CH3:9])([CH3:10])[CH3:11])=[O:12])[CH2:5]1>>[OH:1][C:2]1([CH:13]2[NH:14][CH2:15][CH2:16][N:17]([S:19](=[O:20])(=[O:21])[c:22]3[c:23]([N+:28](=[O:29])[O-:30])[cH:24][cH:25][cH:26][cH:27]3)[CH2:18]2)[CH2:3][NH:4][CH2:5]1. Product: COC=1C=CC2=C(CCN(C(N2)=O)C2CCN(CC2)C(=O)O[C@@H](C(=O)N2CCC(CC2)C2CCN(CC2)CC(=O)O)CC2=CC(=C(C(=C2)C(F)(F)F)N)Cl)C1 ((R)-1-(4-amino-3-chloro-5-trifluoromethyl-benzyl)-2-(1′-carboxymethyl-4,4′-bipiperidinyl-1-yl)-2-oxo-ethyl 4-(7-methoxy-2-oxo-1,2,4,5-tetrahydro-1,3-benzodiazepin-3-yl)-piperidine-1-carboxylate). Reaction conditions: time 8 hour. Reaction SMILES: [Li+].[OH-].[CH3:3][O:4][C:5]1[CH:6]=[CH:7][C:8]2[NH:14][C:13](=[O:15])[N:12]([CH:16]3[CH2:21][CH2:20][N:19]([C:22]([O:24][C@H:25]([CH2:46][C:47]4[CH:52]=[C:51]([C:53]([F:56])([F:55])[F:54])[C:50]([NH2:57])=[C:49]([Cl:58])[CH:48]=4)[C:26]([N:28]4[CH2:33][CH2:32][CH:31]([CH:34]5[CH2:39][CH2:38][N:37]([CH2:40][C:41]([O:43]CC)=[O:42])[CH2:36][CH2:35]5)[CH2:30][CH2:29]4)=[O:27])=[O:23])[CH2:18][CH2:17]3)[CH2:11][CH2:10][C:9]=2[CH:59]=1>O.C1COCC1.C(#N)C>[CH3:3][O:4][C:5]1[CH:6]=[CH:7][C:8]2[NH:14][C:13](=[O:15])[N:12]([CH:16]3[CH2:17][CH2:18][N:19]([C:22]([O:24][C@H:25]([CH2:46][C:47]4[CH:52]=[C:51]([C:53]([F:56])([F:54])[F:55])[C:50]([NH2:57])=[C:49]([Cl:58])[CH:48]=4)[C:26]([N:28]4[CH2:33][CH2:32][CH:31]([CH:34]5[CH2:39][CH2:38][N:37]([CH2:40][C:41]([OH:43])=[O:42])[CH2:36][CH2:35]5)[CH2:30][CH2:29]4)=[O:27])=[O:23])[CH2:20][CH2:21]3)[CH2:11][CH2:10][C:9]=2[CH:59]=1 |f:0.1|. Starting materials: [Li+].[OH-] (LiOH), [Li+].[OH-] (LiOH), COC=1C=CC2=C(CCN(C(N2)=O)C2CCN(CC2)C(=O)O[C@@H](C(=O)N2CCC(CC2)C2CCN(CC2)CC(=O)OCC)CC2=CC(=C(C(=C2)C(F)(F)F)N)Cl)C1 ((R)-1-(4-amino-3-chloro-5-trifluoromethyl-benzyl)-2-(1′-ethoxycarbonyl methyl-4,4′-bipiperidinyl-1-yl)-2-oxo-ethyl 4-(7-methoxy-2-oxo-1,2,4,5-tetrahydro-1,3-benzodiazepin-3-yl)-piperidine-1-carboxylate). The solvent is C(C)#N (acetonitrile), O (water), O (water), O (water), C1CCOC1 (THF). Reported procedure: A solution of 1 mg (0.04 mmol) LiOH in 1 mL water was added to a solution of 20 mg (0.02 mmol) (R)-1-(4-amino-3-chloro-5-trifluoromethyl-benzyl)-2-(1′-ethoxycarbonyl methyl-4,4′-bipiperidinyl-1-yl)-2-oxo-ethyl 4-(7-methoxy-2-oxo-1,2,4,5-tetrahydro-1,3-benzodiazepin-3-yl)-piperidine-1-carboxylate in 1 mL THF and the reaction mixture was stirred overnight at RT. To complete the reaction a solution of 1 mg LiOH in 1 mL water was again added and the mixture was stirred for another 3 h at RT. The sol...